The task is: describe an organic reaction: reactants, conditions, products, and yield. This data is from the Open Reaction Database (ORD), a public repository of structured organic reaction records. Reactants: c1ccccc1, CC(Oc1cccc2ccoc12)C(N)=NO, Clc1cccs1. The product is Cl, CC(Oc1cccc2ccoc12)C(N)=NO. As a reaction SMILES: [cH:23]1[cH:24][cH:25][cH:26][cH:27][cH:28]1.[o:1]1[cH:2][cH:3][c:4]2[c:5]1[c:6]([O:10][CH:11]([C:12]([NH2:13])=[N:14][OH:15])[CH3:16])[cH:7][cH:8][cH:9]2.[s:17]1[cH:18][cH:19][cH:20][c:21]1[Cl:22]>>[ClH:22].[o:1]1[cH:2][cH:3][c:4]2[c:5]1[c:6]([O:10][CH:11]([C:12]([NH2:13])=[N:14][OH:15])[CH3:16])[cH:7][cH:8][cH:9]2. Reaction conditions: time 8 hour. The product is CN1C(NCC1)=C(SC1=CC=CC=C1)[N+](=O)[O-] (1-methyl-2-(nitro(phenylthio)methylene)imidazolidine). Solvent: N1=CC=CC=C1 (pyridine). As a reaction SMILES: [C:1]1([S:7]Cl)[CH:6]=[CH:5][CH:4]=[CH:3][CH:2]=1.[CH3:9][N:10]1[CH2:14][CH2:13][NH:12][C:11]1=[CH:15][N+:16]([O-:18])=[O:17]>N1C=CC=CC=1>[CH3:9][N:10]1[CH2:14][CH2:13][NH:12][C:11]1=[C:15]([N+:16]([O-:18])=[O:17])[S:7][C:1]1[CH:6]=[CH:5][CH:4]=[CH:3][CH:2]=1. Reactants: C1(=CC=CC=C1)SCl (phenylsulfenyl chloride), CN1C(NCC1)=C[N+](=O)[O-] (1-methyl-2-(nitromethylene)imidazolidine). Procedure details: 14.6 g of phenylsulfenyl chloride was added dropwise to a cooled, stirred solution of 14.3 g of Compound 1 in 250 ml of pyridine. The mixture was allowed to stand overnight at room temperature, then excess pyridine was recovered on a rotary evaporator. The residue was treated with 250 ml of water and the mixture extracted with methylene chloride. The combined extracts were dried and the solvent evaporated to give a crystalline solid which was triturated with ethyl acetate, then ethanol, to yield...